The task is: describe an organic reaction: reactants, conditions, products, and yield. This data is from the Open Reaction Database (ORD), a public repository of structured organic reaction records. The reactants are O=C([O-])[O-], CCO, Cc1ccccc1, CCOC(C)=O, O=Cc1ccc(B(O)O)cc1, Fc1cnc(Cl)nc1, [Na+], [Na+]. The product is O=Cc1ccc(-c2ncc(F)cn2)cc1. RXN SMILES: [C:1](=[O:2])([O-:3])[O-:4].[CH3:26][CH2:27][OH:28].[CH3:29][c:30]1[cH:31][cH:32][cH:33][cH:34][cH:35]1.[CH3:36][CH2:37][O:38][C:39](=[O:40])[CH3:41].[CH:7](=[O:8])[c:9]1[cH:10][cH:11][c:12]([B:15]([OH:16])[OH:17])[cH:13][cH:14]1.[Cl:18][c:19]1[n:20][cH:21][c:22]([F:25])[cH:23][n:24]1.[Na+:5].[Na+:6]>>[CH:7](=[O:8])[c:9]1[cH:10][cH:11][c:12](-[c:19]2[n:20][cH:21][c:22]([F:25])[cH:23][n:24]2)[cH:13][cH:14]1. Starting materials: CCOC(=O)c1c[nH]c2ccc(OCC)nc2c1=O, CCO, [Na+], [OH-]. Yields the product CCOc1ccc2[nH]cc(C(=O)O)c(=O)c2n1. RXN SMILES: [CH2:1]([CH3:2])[O:3][c:4]1[n:5][c:6]2[c:7](=[O:19])[c:8]([C:14](=[O:15])[O:16][CH2:17][CH3:18])[cH:9][nH:10][c:11]2[cH:12][cH:13]1.[CH3:22][CH2:23][OH:24].[Na+:21].[OH-:20]>>[CH2:1]([CH3:2])[O:3][c:4]1[n:5][c:6]2[c:7](=[O:19])[c:8]([C:14](=[O:15])[OH:16])[cH:9][nH:10][c:11]2[cH:12][cH:13]1. Reactants: COC1=CC2=C(N=C(O2)C2=CC=C(NC)C=C2)C=C1 (4-(6-methoxy-1,3-benzoxazol-2-yl)-N-methylaniline), BrC=1C=NC(=NC1)NC (5-bromo-N-methylpyrimidin-2-amine). The product is COC1=CC2=C(N=C(O2)C=2C=NC(=NC2)NC)C=C1 (5-(6-Methoxy-1,3-benzoxazol-2-yl)-N-methylpyrimidin-2-amine). Reaction SMILES: [CH3:1][O:2][C:3]1[CH:19]=[CH:18][C:6]2[N:7]=[C:8]([C:10]3[CH:17]=CC(NC)=C[CH:11]=3)[O:9][C:5]=2[CH:4]=1.BrC1C=[N:23][C:24]([NH:27][CH3:28])=[N:25]C=1>>[CH3:1][O:2][C:3]1[CH:19]=[CH:18][C:6]2[N:7]=[C:8]([C:10]3[CH:11]=[N:23][C:24]([NH:27][CH3:28])=[N:25][CH:17]=3)[O:9][C:5]=2[CH:4]=1. Procedure: The title compound was synthesised according to the procedure described for 4-(6-methoxy-1,3-benzoxazol-2-yl)-N-methylaniline starting from 5-bromo-N-methylpyrimidin-2-amine. 1H NMR δ ppm 8.84-9.02 (m, 2H) 7.95 (d, 1H) 7.61 (d, 1H) 7.37 (d, 1H) 6.97 (dd, 1 H) 3.83 (s, 3H) 2.89 (d, 3H); ES-MS m/z 257 (M+H). The reactants are CC(C)(C)c1ccccc1N, CCN(C(C)C)C(C)C, S=C(Cl)Cl. The product is CC(C)(C)c1ccccc1N=C=S. RXN SMILES: [C:1]([CH3:2])([CH3:3])([CH3:4])[c:5]1[c:6]([NH2:7])[cH:8][cH:9][cH:10][cH:11]1.[CH2:16]([N:17]([CH:18]([CH3:19])[CH3:20])[CH:21]([CH3:22])[CH3:23])[CH3:24].[Cl:12][C:13]([Cl:14])=[S:15]>>[C:1]([CH3:2])([CH3:3])([CH3:4])[c:5]1[c:6]([N:7]=[C:13]=[S:15])[cH:8][cH:9][cH:10][cH:11]1.